This data is from the Open Reaction Database (ORD), a public repository of structured organic reaction records. The task is: describe an organic reaction: reactants, conditions, products, and yield Run at time 1 hour. The reactants are ClC1=C(N=C2C(=N1)C=NC=C2)N2CCC(CC2)OC2=C(C=C(C#N)C=C2)F (4-((1-(3-chloropyrido[3,4-b]pyrazin-2-yl)piperidin-4-yl)oxy)-3-fluorobenzonitrile), C(C1=CC=CC=C1)Br (benzyl bromide), C(C)(=O)O[BH-](OC(C)=O)OC(C)=O.[Na+] (sodium triacetoxyborohydride). Reaction SMILES: [Cl:1][C:2]1[N:7]=[C:6]2[CH:8]=[N:9][CH:10]=[CH:11][C:5]2=[N:4][C:3]=1[N:12]1[CH2:17][CH2:16][CH:15]([O:18][C:19]2[CH:26]=[CH:25][C:22]([C:23]#[N:24])=[CH:21][C:20]=2[F:27])[CH2:14][CH2:13]1.[CH2:28](Br)[C:29]1[CH:34]=[CH:33][CH:32]=[CH:31][CH:30]=1.C(O[BH-](OC(=O)C)OC(=O)C)(=O)C.[Na+]>C(#N)C>[CH2:28]([N:9]1[CH2:10][CH2:11][C:5]2[C:6](=[N:7][C:2]([Cl:1])=[C:3]([N:12]3[CH2:13][CH2:14][CH:15]([O:18][C:19]4[CH:26]=[CH:25][C:22]([C:23]#[N:24])=[CH:21][C:20]=4[F:27])[CH2:16][CH2:17]3)[N:4]=2)[CH2:8]1)[C:29]1[CH:34]=[CH:33][CH:32]=[CH:31][CH:30]=1 |f:2.3|. The solvent is C(C)#N (ACN). Procedure: Benzyl bromide was purified by filtration through a plug of basic alumina prior to use. A solution of 4-((1-(3-chloropyrido[3,4-b]pyrazin-2-yl)piperidin-4-yl)oxy)-3-fluorobenzonitrile (200 mg, 0.521 mmol) and benzyl bromide (0.062 mL, 0.521 mmol) in ACN (2.60 mL) was heated at 80° C. for 3 h. The reaction mixture was allowed to cool to room temperature and sodium triacetoxyborohydride (331 mg, 1.563 mmol) was added. After stirring for 1 h at room temperature, the reaction mixture was quenched wi... The product is C(C1=CC=CC=C1)N1CC2=NC(=C(N=C2CC1)N1CCC(CC1)OC1=C(C=C(C#N)C=C1)F)Cl (4-((1-(6-benzyl-3-chloro-5,6,7,8-tetrahydropyrido[3,4-b]pyrazin-2-yl)piperidin-4-yl)oxy)-3-fluorobenzonitrile). The reactants are ClCCCBr, O=C([O-])[O-], [K+], [K+], CN(C)C=O, O, COc1cc2c(Oc3ccc4[nH]c(C)cc4c3)ncnc2cc1O. Product: COc1cc2c(Oc3ccc4[nH]c(C)cc4c3)ncnc2cc1OCCCCl. Reaction SMILES: [Br:25][CH2:26][CH2:27][CH2:28][Cl:29].[C:30](=[O:31])([O-:32])[O-:33].[K+:34].[K+:35].[O:37]=[CH:38][N:39]([CH3:40])[CH3:41].[OH2:36].[OH:1][c:2]1[c:3]([O:23][CH3:24])[cH:4][c:5]2[c:6]([O:12][c:13]3[cH:14][c:15]4[cH:16][c:17]([CH3:22])[nH:18][c:19]4[cH:20][cH:21]3)[n:7][cH:8][n:9][c:10]2[cH:11]1>>[O:1]([c:2]1[c:3]([O:23][CH3:24])[cH:4][c:5]2[c:6]([O:12][c:13]3[cH:14][c:15]4[cH:16][c:17]([CH3:22])[nH:18][c:19]4[cH:20][cH:21]3)[n:7][cH:8][n:9][c:10]2[cH:11]1)[CH2:26][CH2:27][CH2:28][Cl:29]. Starting materials: COC1=C(C=C(C=C1)OC)C1=NNC(C2=CC(=CC=C12)OC)=O (4-(2,5-dimethoxyphenyl)-7-methoxy-2H-phthalazin-1-one), P(=O)(Cl)(Cl)Cl (phosphoryl chloride). Procedure details: This compound is obtained according to the procedure described in 1.3. by reacting 4-(2,5-dimethoxyphenyl)-7-methoxy-2H-phthalazin-1-one with phosphoryl chloride. Product: ClC1=NN=C(C2=CC=C(C=C12)OC)C1=C(C=CC(=C1)OC)OC (1-Chloro-4-(2,5-dimethoxyphenyl)-7-methoxyphthalazine). As a reaction SMILES: [CH3:1][O:2][C:3]1[CH:8]=[CH:7][C:6]([O:9][CH3:10])=[CH:5][C:4]=1[C:11]1[C:20]2[C:15](=[CH:16][C:17]([O:21][CH3:22])=[CH:18][CH:19]=2)[C:14](=O)[NH:13][N:12]=1.P(Cl)(Cl)([Cl:26])=O>>[Cl:26][C:14]1[C:15]2[C:20](=[CH:19][CH:18]=[C:17]([O:21][CH3:22])[CH:16]=2)[C:11]([C:4]2[CH:5]=[C:6]([O:9][CH3:10])[CH:7]=[CH:8][C:3]=2[O:2][CH3:1])=[N:12][N:13]=1. Starting materials: O (water), [OH-].[Na+] (sodium hydroxide), O (water), CN1C[C@@H](CCC1)C(=O)OCC ((R)-ethyl 1-methylpiperidine-3-carboxylate), [H-].[Al+3].[Li+].[H-].[H-].[H-] (lithium aluminium hydride), solution. Solvent: CCOCC (ether), C1CCOC1 (THF), CCOCC (ether). Reaction conditions: temperature 20 celsius, time 1.5 hour. The product is CN1C[C@@H](CCC1)CO ((R)-(1-methylpiperidin-3-yl)methanol). Yield: 94.3%. RXN SMILES: [CH3:1][N:2]1[CH2:7][CH2:6][CH2:5][C@@H:4]([C:8](OCC)=[O:9])[CH2:3]1.[H-].[Al+3].[Li+].[H-].[H-].[H-].O.[OH-].[Na+]>CCOCC.C1COCC1>[CH3:1][N:2]1[CH2:7][CH2:6][CH2:5][C@@H:4]([CH2:8][OH:9])[CH2:3]1 |f:1.2.3.4.5.6,8.9|. Procedure details: A solution of (R)-ethyl 1-methylpiperidine-3-carboxylate (5.69 g, 33 mmol) in ether (20 ml) was added dropwise to a stirred solution of lithium aluminium hydride (36.6 ml of a 1M solution in THF, 36.6 mmol) in ether (85 ml) cooled to maintain a reaction temperature of 20° C. The mixture was stirred for 1.5 hours at ambient temperature and then water (1.4 ml), 15% aqueous sodium hydroxide solution (1.4 ml) and then water (4.3 ml) were added. The insolubles were removed by filtration and the volat... Starting materials: C1(=CC=CC=C1)P(C1=CC=CC=C1)C1=CC=CC=C1 (triphenylphosphine), BrN1C(CCC1=O)=O (N-bromosuccinimide), ClC1=C(C=CC(=C1)C(F)(F)F)CCCO (3-(2-chloro-4-trifluoromethylphenyl)-1-propanol). Run in C(Cl)Cl (methylene chloride). Reaction conditions: time 16 hour. Product: BrCCCC1=C(C=C(C=C1)C(F)(F)F)Cl (1-(3-bromopropyl)-2-chloro-4-trifluoromethylbenzene). Isolated yield 89.0%. As a reaction SMILES: [Cl:1][C:2]1[CH:7]=[C:6]([C:8]([F:11])([F:10])[F:9])[CH:5]=[CH:4][C:3]=1[CH2:12][CH2:13][CH2:14]O.C1(P(C2C=CC=CC=2)C2C=CC=CC=2)C=CC=CC=1.[Br:35]N1C(=O)CCC1=O>C(Cl)Cl>[Br:35][CH2:14][CH2:13][CH2:12][C:3]1[CH:4]=[CH:5][C:6]([C:8]([F:11])([F:10])[F:9])=[CH:7][C:2]=1[Cl:1]. Procedure: Compound 71-2 (2.48 g) was dissolved in methylene chloride (30 ml), triphenylphosphine (3.00 g) and N-bromosuccinimide (2.03 g) were added under ice-cooling, and the mixture was stirred under ice-cooling for 1 hr, and at room temperature for 16 hr. The reaction mixture was washed with water and saturated brine, and dried over anhydrous magnesium sulfate. The solvent was evaporated under reduced pressure. Diethyl ether (100 ml) was added, and the precipitated triphenylphosphine oxide was filtered... Reactants: ClC(C(C(C(=O)O)C#N)(C)C)CC(Cl)(Cl)Cl (4-Chloro-2-cyano-3,3-dimethyl-6,6,6-trichlorohexanoic acid), N (ammonia). Solvent: CN(C=O)C (dimethyl formamide), O (water). Reaction conditions: temperature 140 celsius, time 5 hour. The product is ClC(=CC1C(C1(C)C)C#N)Cl (2-(2,2-dichlorovinyl)-3,3-dimethylcyclopropane nitrile). Yield: 79.0%. As a reaction SMILES: Cl[CH:2]([CH2:12][C:13]([Cl:16])([Cl:15])Cl)[C:3]([CH3:11])([CH3:10])[CH:4]([C:8]#[N:9])C(O)=O.N>CN(C)C=O.O>[Cl:16][C:13]([Cl:15])=[CH:12][CH:2]1[C:3]([CH3:10])([CH3:11])[CH:4]1[C:8]#[N:9]. Procedure details: 4-Chloro-2-cyano-3,3-dimethyl-6,6,6-trichlorohexanoic acid (40 g) was dissolved in dimethyl formamide (66 ml) and the solution, at room temperature, was saturated with gaseous ammonia with no external cooling. The solution was stirred at 140° C. for 5 hours, then diluted with water and extracted with ether (3×100 ml). The ether solution was washed with saturated NaCl, dried over MgSO4 and evaporated to afford Compound A as a yellow oil (purity 85%) which partly crystallized on standing. Yield 79...